From a dataset of the Open Reaction Database (ORD), a public repository of structured organic reaction records. describe an organic reaction: reactants, conditions, products, and yield Reactants: CC(C)(C)CCC#CC1CC1c1c[nH]cn1, Cl. Product: CC(C)(C)CCC=CC1CC1c1c[nH]cn1. Reaction SMILES: [CH3:1][C:2]([CH2:3][CH2:4][C:5]#[C:6][CH:7]1[CH:8]([c:10]2[n:11][cH:12][nH:13][cH:14]2)[CH2:9]1)([CH3:15])[CH3:16].[ClH:17]>>[CH3:1][C:2]([CH2:3][CH2:4][CH:5]=[CH:6][CH:7]1[CH:8]([c:10]2[n:11][cH:12][nH:13][cH:14]2)[CH2:9]1)([CH3:15])[CH3:16].